From a dataset of the Open Reaction Database (ORD), a public repository of structured organic reaction records. describe an organic reaction: reactants, conditions, products, and yield Starting materials: castor oil fatty acid, NCCNCCNCCN (triethylenetetramine), OC(C(=O)O)CCCCCCCCCCCCCCCC (hydroxystearic acid), cellulose, C(CCCCCCCCC(=O)O)(=O)O (sebacic acid), NCCNCCNCCNCCNCCN (pentaethylenehexamine), C(Cl)C1CO1 (epichlorohydrin). Run in O (water), C(C)(=O)O (acetic acid). Yields the product C(CCCCCCCCCCCCCCC)C=C=O (hexadecyl ketene). As a reaction SMILES: C(O)(=O)CCCCCCCCC(O)=O.NCCNCCNCCNCCNCCN.O[CH:32]([CH2:36][CH2:37][CH2:38][CH2:39][CH2:40][CH2:41][CH2:42][CH2:43][CH2:44][CH2:45][CH2:46][CH2:47][CH2:48][CH2:49][CH2:50][CH3:51])[C:33](O)=[O:34].NCCNCCNCCN.C(C1OC1)Cl>O.C(O)(=O)C>[CH2:36]([CH:32]=[C:33]=[O:34])[CH2:37][CH2:38][CH2:39][CH2:40][CH2:41][CH2:42][CH2:43][CH2:44][CH2:45][CH2:46][CH2:47][CH2:48][CH2:49][CH2:50][CH3:51]. Procedure: Except that 60.5 g of castor oil fatty acid, 20.2 g of sebacic acid and 48.7 g of pentaethylenehexamine were used instead of hydroxystearic acid and triethylenetetramine, the same procedures and conditions as those used in the foregoing Example 1 were repeated to subject the input materials to a reaction. At the end of the reaction, 54 g of glacial acetic acid was added thereto, followed by dilution with warm water. Then, after adding 7.4 g of epichlorohydrin thereto, the resultant system was su...